Dataset: the Open Reaction Database (ORD), a public repository of structured organic reaction records. Task: describe an organic reaction: reactants, conditions, products, and yield Starting materials: CCCCCCNO, O=Cc1ccc(S(=O)(=O)O)o1, [Na]. Yields the product CCCCCC[N+]([O-])=Cc1ccc(S(=O)(=O)O)o1. Reaction SMILES: [CH2:13]([CH2:14][CH2:15][CH2:16][CH2:17][CH3:18])[NH:19][OH:20].[CH:1](=[O:2])[c:3]1[cH:4][cH:5][c:6]([S:8](=[O:9])(=[O:10])[OH:11])[o:7]1.[Na:12]>>[CH:1]([c:3]1[cH:4][cH:5][c:6]([S:8](=[O:9])(=[O:10])[OH:11])[o:7]1)=[N+:19]([CH2:13][CH2:14][CH2:15][CH2:16][CH2:17][CH3:18])[O-:20]. Reactants: C(C(=O)OCC)(=O)OCC (diethyl oxalate), C(C1=CC=CC=C1)OCC(=O)OCC (ethyl benzyloxyacetate), [H-].[Na+] (sodium hydride), Br.COCCN1C(=NCC1)N (1-(2-methoxyethyl)-4,5-dihydro-1H-imidazol-2-amine hydrobromide), intermediate 1. Yields the product C(C1=CC=CC=C1)OC1=C(N=C2N(C1=O)CCN2CCOC)C(=O)OCC (Ethyl 6-(benzyloxy)-1-(2-methoxyethyl)-5-oxo-1,2,3,5-tetrahydroimidazo[1,2-a]pyrimidine-7-carboxylate). The yield is 12.4%. RXN SMILES: [C:1]([O:8][CH2:9][CH3:10])(=[O:7])[C:2](OCC)=O.[CH2:11]([O:18][CH2:19][C:20]([O:22]CC)=O)[C:12]1[CH:17]=[CH:16][CH:15]=[CH:14][CH:13]=1.[H-].[Na+].Br.[CH3:28][O:29][CH2:30][CH2:31][N:32]1[CH2:36][CH2:35][N:34]=[C:33]1[NH2:37]>>[CH2:11]([O:18][C:19]1[C:20](=[O:22])[N:34]2[CH2:35][CH2:36][N:32]([CH2:31][CH2:30][O:29][CH3:28])[C:33]2=[N:37][C:2]=1[C:1]([O:8][CH2:9][CH3:10])=[O:7])[C:12]1[CH:13]=[CH:14][CH:15]=[CH:16][CH:17]=1 |f:2.3,4.5|. Procedure details: Reaction of the adduct of diethyl oxalate (16.95 g, 0.116 mol), ethyl benzyloxyacetate (22.53 g, 0.116 mol) and sodium hydride (5.10 g of a 60% dispersion in mineral oil, 0.127 mol) with 1-(2-methoxyethyl)-4,5-dihydro-1H-imidazol-2-amine hydrobromide (26.0 g, 0.116 mol) as described for intermediate 1 gave 5.37 g (12% yield) of the title ester as a clear oil. 1HNMR 400 MHz (CDCl3) δ (ppm): 1.31 (3H, t, J=7.1 Hz, CH3), 3.38 (3H, s, OCH3), 3.61 (4H, s, 2×CH2), 3.84 (2H, t, J=8.9 Hz, CH2), 4.14 (2H... Starting materials: N,N-Diethylaminopyridine, N1=CC=CC=C1 (pyridine), COC=1C=C2C=3CCN(C(C3NC2=CC1)C)C(C)=O (1-(6-methoxy-1 -methyl-2,3,4,9-tetrahydro- 1H-β-carbolin-2-yl)-1-ethanone), C(C)(=O)OC(C)=O (acetic anhydride). Solvent: C1(=CC=CC=C1)C (toluene). Yields the product C(C)(=O)N1C(C=2N(C3=CC=C(C=C3C2CC1)OC)C(C)=O)C (1-(2-acetyl-6-methoxy-1-methyl-2,3,4,9-tetrahydro-1 H-β-carbolin-9-yl) 1 -ethanone). Yield: 22.0%. RXN SMILES: N1C=CC=CC=1.[CH3:7][O:8][C:9]1[CH:10]=[C:11]2[C:19](=[CH:20][CH:21]=1)[NH:18][C:17]1[CH:16]([CH3:22])[N:15]([C:23](=[O:25])[CH3:24])[CH2:14][CH2:13][C:12]2=1.[C:26](OC(=O)C)(=[O:28])[CH3:27]>C1(C)C=CC=CC=1>[C:23]([N:15]1[CH2:14][CH2:13][C:12]2[C:11]3[C:19](=[CH:20][CH:21]=[C:9]([O:8][CH3:7])[CH:10]=3)[N:18]([C:26](=[O:28])[CH3:27])[C:17]=2[CH:16]1[CH3:22])(=[O:25])[CH3:24]. Reported procedure: N,N-Diethylaminopyridine (530 mg) and pyridine (1.1 mL) are added to a solution of 1-(6-methoxy-1 -methyl-2,3,4,9-tetrahydro- 1H-β-carbolin-2-yl)-1-ethanone (933 mg) in toluene (100 mL) and acetic anhydride (6 mL). The mixture is refluxed for 48 h. After evaporation of the toluene, the crude product is taken up in water and then extracted with dichloromethane and, after separation on silica gel (chloroform/methanol eluent), the 1-(2-acetyl-6-methoxy-1-methyl-2,3,4,9-tetrahydro-1 H-β-carbolin-9-y... The reactants are CC1N=C(NC1)C1=CC(=NC=C1)NC(C1=CC=CC=C1)=O (N-(4-(4-methyl-4,5-dihydro-1H-imidazol-2-yl)pyridin-2-yl)benzamide), C(C1=CC=CC=C1)C1N=C(NC1)C1=CC(=NC=C1)NC(C1=CC=CC=C1)=O (N-(4-(4-benzyl-4,5-dihydro-1H-imidazol-2-yl)pyridin-2-yl)benzamide). Yields the product C(C1=CC=CC=C1)C=1N=C(NC1)C1=CC(=NC=C1)NC(C1=CC=CC=C1)=O (N-(4-(4-benzyl-1H-imidazol-2-yl)pyridin-2-yl)benzamide). Yield: 19.0%. RXN SMILES: CC1CNC(C2C=CN=C(NC(=O)C3C=CC=CC=3)C=2)=N1.[CH2:22]([CH:29]1[CH2:33][NH:32][C:31]([C:34]2[CH:39]=[CH:38][N:37]=[C:36]([NH:40][C:41](=[O:48])[C:42]3[CH:47]=[CH:46][CH:45]=[CH:44][CH:43]=3)[CH:35]=2)=[N:30]1)[C:23]1[CH:28]=[CH:27][CH:26]=[CH:25][CH:24]=1>>[CH2:22]([C:29]1[N:30]=[C:31]([C:34]2[CH:39]=[CH:38][N:37]=[C:36]([NH:40][C:41](=[O:48])[C:42]3[CH:47]=[CH:46][CH:45]=[CH:44][CH:43]=3)[CH:35]=2)[NH:32][CH:33]=1)[C:23]1[CH:28]=[CH:27][CH:26]=[CH:25][CH:24]=1. Procedure details: Following the procedure as described in Example 10, making variations as required to replace N-(4-(4-methyl-4,5-dihydro-1H-imidazol-2-yl)pyridin-2-yl)benzamide with N-(4-(4-benzyl-4,5-dihydro-1H-imidazol-2-yl)pyridin-2-yl)benzamide, N-(4-(4-benzyl-1H-imidazol-2-yl)pyridin-2-yl)benzamide was obtained as a colorless solid in 19% yield: mp 110-112° C.; 1H NMR (300 MHz, CDCl3) δ 8.96 (br s, 1H), 8.62 (s, 1H), 8.18 (d, J=3.7 Hz, 1H), 7.83 (d, J=7.2 Hz, 2H), 7.70 (d, J=4.8 Hz, 1H), 7.58-7.50 (m, 1H), ... Starting materials: CO, CSCc1cc(F)cc2c(C3(C4CC4)CCc4cc(F)ccc43)c[nH]c12, ClCCl, O=C(OO)c1cccc(Cl)c1. Product: CS(=O)Cc1cc(F)cc2c(C3(C4CC4)CCc4cc(F)ccc43)c[nH]c12. As a reaction SMILES: [CH3:41][OH:42].[CH:1]1([C:4]2([c:14]3[cH:15][nH:16][c:17]4[c:18]([CH2:24][S:25][CH3:26])[cH:19][c:20]([F:23])[cH:21][c:22]34)[CH2:5][CH2:6][c:7]3[cH:8][c:9]([F:13])[cH:10][cH:11][c:12]32)[CH2:2][CH2:3]1.[Cl:27][CH2:28][Cl:29].[OH:30][O:31][C:32]([c:33]1[cH:34][c:35]([Cl:36])[cH:37][cH:38][cH:39]1)=[O:40]>>[CH:1]1([C:4]2([c:14]3[cH:15][nH:16][c:17]4[c:18]([CH2:24][S:25]([CH3:26])=[O:30])[cH:19][c:20]([F:23])[cH:21][c:22]34)[CH2:5][CH2:6][c:7]3[cH:8][c:9]([F:13])[cH:10][cH:11][c:12]32)[CH2:2][CH2:3]1. Starting materials: N12CCNCCN(CCNCC1)CC2 (1,4,7,10-tetraazabicyclo[5.5.2]tetradecane), C1C(O1)CO (glycidol). Yields the product OC(CN1CCN2CCN(CCN(CC1)CC2)CC(CO)O)CO (4,10-Bis-(2,3-dihydroxypropyl)-1,4,7,10-tetraazabicyclo[5.5.2]tetradecane). RXN SMILES: [N:1]12[CH2:14][CH2:13][N:7]([CH2:8][CH2:9][NH:10][CH2:11][CH2:12]1)[CH2:6][CH2:5][NH:4][CH2:3][CH2:2]2.[CH2:15]1[O:17][CH:16]1[CH2:18][OH:19]>>[OH:17][CH:16]([CH2:18][OH:19])[CH2:15][N:10]1[CH2:9][CH2:8][N:7]2[CH2:13][CH2:14][N:1]([CH2:2][CH2:3][N:4]([CH2:15][CH:16]([OH:17])[CH2:18][OH:19])[CH2:5][CH2:6]2)[CH2:12][CH2:11]1. Procedure details: From 1,4,7,10-tetraazabicyclo[5.5.2]tetradecane (1.1.4) and glycidol. The solvent is CN(C=O)C (N,N-dimethylformamide). Procedure details: 3-[[[4,5-bis(phenylmethoxy)-2-pyridinyl]carbonyl]amino]-tetrahydro-2-oxo-1(2H)-pyrimidinecarboxamide (27.45 g, 57.7 mmol), dissolved in 750 ml N,N-dimethylformamide, was hydrogenated for 1.5 hours over 10 g palladium on activated carbon. The catalyst was removed by filtration and the solvent distilled off in vacuo. The residue was triturated twice with ether to give two batches (15.5 g and 4.0 g) of the desired product, melting point 215°-220° C. Reaction SMILES: C1(C[O:8][C:9]2[C:14]([O:15]CC3C=CC=CC=3)=[CH:13][N:12]=[C:11]([C:23]([NH:25][N:26]3[CH2:31][CH2:30][CH2:29][N:28]([C:32]([NH2:34])=[O:33])[C:27]3=[O:35])=[O:24])[CH:10]=2)C=CC=CC=1>CN(C)C=O.[Pd]>[OH:15][C:14]1[C:9](=[O:8])[CH:10]=[C:11]([C:23]([NH:25][N:26]2[CH2:31][CH2:30][CH2:29][N:28]([C:32]([NH2:34])=[O:33])[C:27]2=[O:35])=[O:24])[NH:12][CH:13]=1. Starting materials: C1(=CC=CC=C1)COC1=CC(=NC=C1OCC1=CC=CC=C1)C(=O)NN1C(N(CCC1)C(=O)N)=O (3-[[[4,5-bis(phenylmethoxy)-2-pyridinyl]carbonyl]amino]-tetrahydro-2-oxo-1(2H)-pyrimidinecarboxamide). The reagents and catalysts are [Pd] (palladium on activated carbon). Yields the product OC=1C(C=C(NC1)C(=O)NN1C(N(CCC1)C(=O)N)=O)=O (3-[[(1,4-Dihydro-5-hydroxy-4-oxo-2-pyridinyl)carbonyl]-amino]tetrahydro-2-oxo-1(2H)-pyrimidinecarboxamide). Reaction SMILES: C([NH:5][S:6]([C:9]1[S:10][C:11]([C:14]2[CH:19]=[CH:18][CH:17]=[C:16]([C:20]3[N:25]=[C:24]([C:26]([F:29])([F:28])[F:27])[CH:23]=[C:22]([C:30]4[CH:35]=[CH:34][C:33]([Cl:36])=[C:32]([Cl:37])[CH:31]=4)[N:21]=3)[CH:15]=2)=[CH:12][CH:13]=1)(=[O:8])=[O:7])(C)(C)C.C(O)(C(F)(F)F)=O>ClCCl>[Cl:37][C:32]1[CH:31]=[C:30]([C:22]2[CH:23]=[C:24]([C:26]([F:27])([F:29])[F:28])[N:25]=[C:20]([C:16]3[CH:15]=[C:14]([C:11]4[S:10][C:9]([S:6]([NH2:5])(=[O:7])=[O:8])=[CH:13][CH:12]=4)[CH:19]=[CH:18][CH:17]=3)[N:21]=2)[CH:35]=[CH:34][C:33]=1[Cl:36]. Yield: 68.0%. Solvent: ClCCl (dichloromethane). The product is ClC=1C=C(C=CC1Cl)C1=NC(=NC(=C1)C(F)(F)F)C=1C=C(C=CC1)C1=CC=C(S1)S(=O)(=O)N (5-{3-[4-(3,4-Dichloro-phenyl)-6-trifluoromethyl-pyrimidin-2-yl]-phenyl}-thiophene-2-sulfonic acid amide). Procedure details: To a cooled and stirred solution of N-tert-butyl-5-{3-[6-(3,4-dichloro-phenyl)-4-trifluoromethyl-pyrimidin-2-yl]-phenyl}-thiophene-2-sulfonic acid amide (0.39 g) in dichloromethane (6 mL) was added TFA (6 mL) and the reaction mixture was allowed to stir at room temperature for 15 h. The mixture was evaporated to dryness and saturated NaHCO3 solution (4 mL), diethyl ether and heptane were added. The mixture was stirred at room temperature for 1 h, the precipitate was collected by filtration and f... Reaction conditions: time 15 hour. The reactants are C(C)(C)(C)NS(=O)(=O)C=1SC(=CC1)C1=CC(=CC=C1)C1=NC(=CC(=N1)C(F)(F)F)C1=CC(=C(C=C1)Cl)Cl (N-tert-butyl-5-{3-[6-(3,4-dichloro-phenyl)-4-trifluoromethyl-pyrimidin-2-yl]-phenyl}-thiophene-2-sulfonic acid amide), C(=O)(C(F)(F)F)O (TFA). Starting materials: BrCC1=C(C=CC2=CC(=CC=C12)C(=O)C=1N=CN(C1)C(C1=CC=CC=C1)(C1=CC=CC=C1)C1=CC=CC=C1)C(=O)OC (Methyl 1-bromomethyl-6-[(1-trityl-1H-imidazol-4-yl)carbonyl]-2-naphthoate), CO.CN (methylamine methanol). Solvent: C1CCOC1 (THF). Conditions: time 20 hour. The product is CN1C(C=2C=CC3=C(C2C1)C=CC(=C3)C(=O)C=3N=CN(C3)C(C3=CC=CC=C3)(C3=CC=CC=C3)C3=CC=CC=C3)=O (2-methyl-7-[(1-trityl-1H-imidazol-4-yl)carbonyl]-1,2-dihydro-3H-benzo[e]isoindol-3one). Reaction SMILES: Br[CH2:2][C:3]1[C:12]2[C:7](=[CH:8][C:9]([C:13]([C:15]3[N:16]=[CH:17][N:18]([C:20](C4C=CC=CC=4)([C:27]4[CH:32]=[CH:31][CH:30]=[CH:29][CH:28]=4)[C:21]4[CH:26]=[CH:25][CH:24]=[CH:23][CH:22]=4)[CH:19]=3)=[O:14])=[CH:10][CH:11]=2)[CH:6]=[CH:5][C:4]=1[C:39]([O:41]C)=O.CO.[CH3:45][NH2:46]>C1COCC1>[CH3:45][N:46]1[CH2:2][C:3]2[C:12]3[CH:11]=[CH:10][C:9]([C:13]([C:15]4[N:16]=[CH:17][N:18]([C:20]([C:27]5[CH:28]=[CH:29][CH:30]=[CH:31][CH:32]=5)([C:21]5[CH:22]=[CH:23][CH:24]=[CH:25][CH:26]=5)[C:3]5[CH:12]=[CH:7][CH:6]=[CH:5][CH:4]=5)[CH:19]=4)=[O:14])=[CH:8][C:7]=3[CH:6]=[CH:5][C:4]=2[C:39]1=[O:41] |f:1.2|. Procedure: Methyl 1-bromomethyl-6-[(1-trityl-1H-imidazol-4-yl)carbonyl]-2-naphthoate (14.0 g) was dissolved in THF (120 mL), and 40% methylamine methanol solution (60 mL) was added. The reaction mixture was stirred at room temperature for 20 hrs. and the solvent was evaporated. The residue was purified by column chromatography (carrier: silica gel, developing solvent: dichloromethane-methanol=40:1) and crystallized from ethyl acetate-diethyl ether to give the title compound (5.5 g) as colorless crystals.